The task is: describe an organic reaction: reactants, conditions, products, and yield. This data is from the Open Reaction Database (ORD), a public repository of structured organic reaction records. RXN SMILES: [C:1]([O:2][C:3](=[O:4])[NH:7][CH:8]([CH3:9])[C:10]([NH:11][CH2:12][CH2:13][c:14]1[cH:15][c:16]2[c:17]([cH:21][cH:22]1)[O:18][CH2:19][O:20]2)=[O:23])([CH3:5])([CH3:6])[CH3:24].[Cl:32][CH2:33][Cl:34].[F:25][C:26]([F:27])([F:28])[C:29]([OH:30])=[O:31]>>[NH2:7][CH:8]([CH3:9])[C:10]([NH:11][CH2:12][CH2:13][c:14]1[cH:15][c:16]2[c:17]([cH:21][cH:22]1)[O:18][CH2:19][O:20]2)=[O:23]. Product: CC(N)C(=O)NCCc1ccc2c(c1)OCO2. Starting materials: CC(NC(=O)OC(C)(C)C)C(=O)NCCc1ccc2c(c1)OCO2, ClCCl, O=C(O)C(F)(F)F. The reactants are BrC=C(C)C1=CC=C(C=C1)OC (1-(1-bromoprop-1-en-2-yl)-4-methoxybenzene), CN1CC=2NC3=CC=C(C=C3C2CC1)C (2,6-dimethyl-2,3,4,9-tetrahydro-1H-pyrido[3,4-b]indole), N1[C@H](C(=O)O)CCC1 (L-proline), [O-]P(=O)([O-])[O-].[K+].[K+].[K+] (K3PO4). The reagents and catalysts are [Cu]I (CuI). Run in CN(C)C=O (DMF). Conditions: time 10 minute. The product is COC1=CC=C(C=C1)C(=CN1C2=C(C3=CC(=CC=C13)C)CCN(C2)C)C (9-(2-(4-methoxyphenyl)prop-1-enyl)-2,6-dimethyl-2,3,4,9-tetrahydro-1H-pyrido[3,4-b]indole). Yield: 17.6%. As a reaction SMILES: [CH3:1][N:2]1[CH2:14][CH2:13][C:12]2[C:11]3[C:6](=[CH:7][CH:8]=[C:9]([CH3:15])[CH:10]=3)[NH:5][C:4]=2[CH2:3]1.N1CCC[C@H]1C(O)=O.[O-]P([O-])([O-])=O.[K+].[K+].[K+].Br[CH:33]=[C:34]([C:36]1[CH:41]=[CH:40][C:39]([O:42][CH3:43])=[CH:38][CH:37]=1)[CH3:35]>CN(C=O)C.[Cu]I>[CH3:43][O:42][C:39]1[CH:40]=[CH:41][C:36]([C:34]([CH3:35])=[CH:33][N:5]2[C:6]3[C:11](=[CH:10][C:9]([CH3:15])=[CH:8][CH:7]=3)[C:12]3[CH2:13][CH2:14][N:2]([CH3:1])[CH2:3][C:4]2=3)=[CH:37][CH:38]=1 |f:2.3.4.5|. Procedure: 2,6-dimethyl-2,3,4,9-tetrahydro-1H-pyrido[3,4-b]indole (73 mg, 0.36 mmol) was dissolved in DMF (6 mL). To this solution was added CuI (7 mg, 0.036 mmol), L-proline (8 mg, 0.073 mmol), K3PO4 (156 mg, 0.734 mmol). The reaction mixture was stirred for 10 min at room temperature followed by addition of 1-(1-bromoprop-1-en-2-yl)-4-methoxybenzene (100 mg, 0.44 mmol). The reaction mixture was heated at 80° C. for 18 h. Solvent was evaporated under reduced pressure, the residue was diluted with brine an... Reactants: [BH4-], CCO, O=CCCCc1cc(-c2ccccn2)nc(-c2ccccn2)c1, [Na+]. Product: OCCCCc1cc(-c2ccccn2)nc(-c2ccccn2)c1. As a reaction SMILES: [BH4-:24].[CH3:26][CH2:27][OH:28].[CH:1](=[O:2])[CH2:3][CH2:4][CH2:5][c:6]1[cH:7][c:8](-[c:18]2[n:19][cH:20][cH:21][cH:22][cH:23]2)[n:9][c:10](-[c:12]2[n:13][cH:14][cH:15][cH:16][cH:17]2)[cH:11]1.[Na+:25]>>[CH2:1]([OH:2])[CH2:3][CH2:4][CH2:5][c:6]1[cH:7][c:8](-[c:18]2[n:19][cH:20][cH:21][cH:22][cH:23]2)[n:9][c:10](-[c:12]2[n:13][cH:14][cH:15][cH:16][cH:17]2)[cH:11]1. The reactants are O=C([O-])[O-], NS(=O)(=O)c1cc([N+](=O)[O-])ccc1Cl, [Cu+2], [NH4+], [NH4+], [NH4+], O=S(=O)([O-])[O-], [OH-]. Yields the product Nc1ccc([N+](=O)[O-])cc1S(N)(=O)=O. RXN SMILES: [C:15](=[O:16])([O-:17])[O-:18].[Cl:1][c:2]1[c:3]([S:11](=[O:12])(=[O:13])[NH2:14])[cH:4][c:5]([N+:8](=[O:9])[O-:10])[cH:6][cH:7]1.[Cu+2:23].[NH4+:19].[NH4+:20].[NH4+:21].[O-:24][S:25](=[O:26])(=[O:27])[O-:28].[OH-:22]>>[c:2]1([NH2:19])[c:3]([S:11](=[O:12])(=[O:13])[NH2:14])[cH:4][c:5]([N+:8](=[O:9])[O-:10])[cH:6][cH:7]1. Starting materials: Cl (HCl), F[C@H]1C[C@H](C2=C1N=CN=C2N2CCN(CC2)C(=O)OC(C)(C)C)C (tert-Butyl 4-((5R,7S)-7-fluoro-5-methyl-6,7-dihydro-5H-cyclopenta[d]pyrimidin-4-yl)piperazine-1-carboxylate). Run in O1CCOCC1 (dioxane), O1CCOCC1 (dioxane). Conditions: temperature 0 celsius, time 16 hour. The product is Cl.Cl.F[C@H]1C[C@H](C2=C1N=CN=C2N2CCNCC2)C ((5R,7S)-7-fluoro-5-methyl-4-(piperazin-1-yl)-6,7-dihydro-5H-cyclopenta[d]pyrimidine di-hydrochloride), solid. The yield is 83.0%. As a reaction SMILES: [F:1][C@@H:2]1[C:6]2[N:7]=[CH:8][N:9]=[C:10]([N:11]3[CH2:16][CH2:15][N:14](C(OC(C)(C)C)=O)[CH2:13][CH2:12]3)[C:5]=2[C@H:4]([CH3:24])[CH2:3]1.[ClH:25]>O1CCOCC1>[ClH:25].[ClH:25].[F:1][C@@H:2]1[C:6]2[N:7]=[CH:8][N:9]=[C:10]([N:11]3[CH2:12][CH2:13][NH:14][CH2:15][CH2:16]3)[C:5]=2[C@H:4]([CH3:24])[CH2:3]1 |f:3.4.5|. Procedure: tert-Butyl 4-((5R,7S)-7-fluoro-5-methyl-6,7-dihydro-5H-cyclopenta[d]pyrimidin-4-yl)piperazine-1-carboxylate (0.725 g, 2.155 mmol) was dissolved in dioxane (5 mL) and cooled to 0° C. A solution of HCl in dioxane (13.47 mL, 53.88 mmol; 4M) was added dropwise. The reaction mixture was allowed to warm to ambient temperature and stirred for 16 hours. A white precipitate had formed after about 8 hours. The reaction mixture was concentrated in vacuo, re-suspended in MeOH, and re-concentrated (3×). The ... The reactants are FC(S(=O)(=O)OC1=C2C=CN(C2=CC(=C1)C(=O)N1CCC2(CC1)OC1=CC=C(C=C1C(C2)=O)C=2C=NN(C2)C)C2CC2)(F)F (1-cyclopropyl-6-{[6-(1-methyl-1H-pyrazol-4-yl)-4-oxospiro[chroman-2,4′-piperidin]-1′-yl]carbonyl}-1H-indol-4-yl trifluoromethanesulfonate), COC(=O)C=1C=C(C=CC1)B(O)O ([3-(methoxycarbonyl)phenyl]boronic acid), COC(=O)C1=CC=C(C=C1)B(O)O ([4-(methoxycarbonyl)phenyl]boronic acid). Product: C1(CC1)N1C=CC2=C(C=C(C=C12)C(=O)N1CCC2(CC1)OC1=CC=C(C=C1C(C2)=O)C=2C=NN(C2)C)C=2C=C(C(=O)OC)C=CC2 (Methyl 3-(1-cyclopropyl-6-{[6-(1-methyl-1H-pyrazol-4-yl)-4-oxospiro[chroman-2,4′-piperidin]-1′-yl]carbonyl}-1H-indol-4-yl)benzoate). As a reaction SMILES: FC(F)(F)S(O[C:7]1[CH:15]=[C:14]([C:16]([N:18]2[CH2:23][CH2:22][C:21]3([CH2:32][C:31](=[O:33])[C:30]4[C:25](=[CH:26][CH:27]=[C:28]([C:34]5[CH:35]=[N:36][N:37]([CH3:39])[CH:38]=5)[CH:29]=4)[O:24]3)[CH2:20][CH2:19]2)=[O:17])[CH:13]=[C:12]2[C:8]=1[CH:9]=[CH:10][N:11]2[CH:40]1[CH2:42][CH2:41]1)(=O)=O.[CH3:45][O:46][C:47]([C:49]1[CH:50]=[C:51](B(O)O)[CH:52]=[CH:53][CH:54]=1)=[O:48].COC(C1C=CC(B(O)O)=CC=1)=O>>[CH:40]1([N:11]2[C:12]3[C:8](=[C:7]([C:51]4[CH:50]=[C:49]([CH:54]=[CH:53][CH:52]=4)[C:47]([O:46][CH3:45])=[O:48])[CH:15]=[C:14]([C:16]([N:18]4[CH2:23][CH2:22][C:21]5([CH2:32][C:31](=[O:33])[C:30]6[C:25](=[CH:26][CH:27]=[C:28]([C:34]7[CH:35]=[N:36][N:37]([CH3:39])[CH:38]=7)[CH:29]=6)[O:24]5)[CH2:20][CH2:19]4)=[O:17])[CH:13]=3)[CH:9]=[CH:10]2)[CH2:41][CH2:42]1. Reported procedure: The intended compound was produced according to the procedure described in Example 28-1 but using 1-cyclopropyl-6-{[6-(1-methyl-1H-pyrazol-4-yl)-4-oxospiro[chroman-2,4′-piperidin]-1′-yl]carbonyl}-1H-indol-4-yl trifluoromethanesulfonate and [3-(methoxycarbonyl)phenyl]boronic acid in place of 8-cyclopropyl-2-{[6-(1-methyl-1H-pyrazol-4-yl)-4-oxospiro[chroman-2,4′-piperidin]-1′-yl]carbonyl}quinolin-4-yl trifluoromethanesulfonate and [4-(methoxycarbonyl)phenyl]boronic acid.